Dataset: the Open Reaction Database (ORD), a public repository of structured organic reaction records. Task: describe an organic reaction: reactants, conditions, products, and yield The reactants are C(=O)([O-])[O-].[K+].[K+] (K2CO3), CC1=NC=CC(=C1)B1OC(C(O1)(C)C)(C)C (2-methyl-4-(4,4,5,5-tetramethyl-1,3,2-dioxaborolan-2-yl)pyridine), ClC1=NC=CC(=C1)OC=1C=CC(=NC1)N (5-((2-chloropyridin-4-yl)oxy)pyridin-2-amine). Reagents/catalysts: C=1C=CC(=CC1)[P](C=2C=CC=CC2)(C=3C=CC=CC3)[Pd]([P](C=4C=CC=CC4)(C=5C=CC=CC5)C=6C=CC=CC6)([P](C=7C=CC=CC7)(C=8C=CC=CC8)C=9C=CC=CC9)[P](C=1C=CC=CC1)(C=1C=CC=CC1)C=1C=CC=CC1 (Pd(PPh3)4). Solvent: O (water), O1CCOCC1 (dioxane), CCOC(=O)C (EtOAc). Run at temperature 80 celsius. Product: CC1=NC=CC(=C1)C1=NC=CC(=C1)OC=1C=CC(=NC1)N (5-((2′-methyl-[2,4′-bipyridin]-4-yl)oxy)pyridin-2-amine). Yield: 88.7%. As a reaction SMILES: Cl[C:2]1[CH:7]=[C:6]([O:8][C:9]2[CH:10]=[CH:11][C:12]([NH2:15])=[N:13][CH:14]=2)[CH:5]=[CH:4][N:3]=1.C([O-])([O-])=O.[K+].[K+].[CH3:22][C:23]1[CH:28]=[C:27](B2OC(C)(C)C(C)(C)O2)[CH:26]=[CH:25][N:24]=1>O1CCOCC1.O.CCOC(C)=O.C1C=CC([P]([Pd]([P](C2C=CC=CC=2)(C2C=CC=CC=2)C2C=CC=CC=2)([P](C2C=CC=CC=2)(C2C=CC=CC=2)C2C=CC=CC=2)[P](C2C=CC=CC=2)(C2C=CC=CC=2)C2C=CC=CC=2)(C2C=CC=CC=2)C2C=CC=CC=2)=CC=1>[CH3:22][C:23]1[CH:28]=[C:27]([C:2]2[CH:7]=[C:6]([O:8][C:9]3[CH:10]=[CH:11][C:12]([NH2:15])=[N:13][CH:14]=3)[CH:5]=[CH:4][N:3]=2)[CH:26]=[CH:25][N:24]=1 |f:1.2.3,^1:54,56,75,94|. Procedure: A solution of Example A9 (0.440 g, 1.985 mmol) in dioxane (8 mL) was sparged with Ar, treated with a solution of K2CO3 (0.549 g, 3.97 mmol) in water (2 mL) and 2-methyl-4-(4,4,5,5-tetramethyl-1,3,2-dioxaborolan-2-yl)pyridine (0.565 g, 2.58 mmol), sparged again with Ar, treated with Pd(PPh3)4 (0.229 g, 0.199 mmol) and heated at 80° C. overnight. The mixture was cooled to RT, diluted with EtOAc, the solids removed via filtration through diatomaceous earth and the filtrate concentrated to dryness a... Starting materials: CCO, O=Cc1nccn1Cc1ccccc1[N+](=O)[O-]. The product is c1ccc2c(c1)Cn1ccnc1CN2. RXN SMILES: [CH2:18]([OH:19])[CH3:20].[N+:1]([O-:3])([c:4]1[c:5]([CH2:6][n:7]2[c:8]([CH:12]=[O:2])[n:9][cH:10][cH:11]2)[cH:14][cH:15][cH:16][cH:17]1)=[O:13]>>[NH:1]1[c:4]2[c:5]([cH:14][cH:15][cH:16][cH:17]2)[CH2:6][n:7]2[c:8]([n:9][cH:10][cH:11]2)[CH2:12]1.